Dataset: the Open Reaction Database (ORD), a public repository of structured organic reaction records. Task: describe an organic reaction: reactants, conditions, products, and yield Reactants: CS(=O)(=O)CC(=O)OC(C)C (isopropyl methylsulfonylacetate), C(=S)=S (carbon disulfide), [OH-].[K+] (potassium hydroxide), resultant mixture, ClC(CCl)Cl (1,1,2-trichloroethane). Run in O (water), C(Cl)(Cl)Cl (chloroform), CN(C=O)C (dimethylformamide). Run at temperature 80 celsius, time 3 hour. The product is S1C(SC=C1)=CS(=O)(=O)CC(=O)OC(C)C (isopropyl 1,3-dithiol-2-ylidenemethylsulfonylacetate). Yield: 86.2%. RXN SMILES: [CH3:1][S:2]([CH2:5][C:6]([O:8][CH:9]([CH3:11])[CH3:10])=[O:7])(=[O:4])=[O:3].[C:12](=[S:14])=[S:13].[OH-].[K+].Cl[CH:18](Cl)[CH2:19]Cl>O.C(Cl)(Cl)Cl.CN(C)C=O>[S:13]1[CH:19]=[CH:18][S:14][C:12]1=[CH:1][S:2]([CH2:5][C:6]([O:8][CH:9]([CH3:11])[CH3:10])=[O:7])(=[O:3])=[O:4] |f:2.3|. Reported procedure: To a mixture of 18 g of isopropyl methylsulfonylacetate, 7.6 g of carbon disulfide and 200 ml of dimethylformamide, 22.4 g of potassium hydroxide was added under ice-cooling. The resultant mixture was stirred for 2 hours. Thereafter, 13.3 g of 1,1,2-trichloroethane was added, followed by stirring at 80° C. for 3 hours. After cooling the reaction mixture, chloroform and water were added and the resulting organic layer was separated. Upon removal of the solvent by distillation under reduced pressu... Starting materials: Cl.NO (hydroxylamine hydrochloride), C(#N)C=1C=CC(=NC1)N1C2CN(CC1CC2)C(=O)OC(C)(C)C (tert-Butyl 8-(5-cyanopyridin-2-yl)-3,8-diazabicyclo[3.2.1]octane-3-carboxylate), C([O-])([O-])=O.[Na+].[Na+] (sodium carbonate). The solvent is O (water), C(C)O (ethanol). Conditions: temperature 90 celsius, time 4 hour. The product is ONC(=N)C=1C=CC(=NC1)N1C2CN(CC1CC2)C(=O)OC(C)(C)C (tert-Butyl 8-[5-(N-hydroxycarbamimidoyl)pyridin-2-yl]-3,8-diazabicyclo[3.2.1]octane-3-carboxylate). As a reaction SMILES: [C:1]([C:3]1[CH:4]=[CH:5][C:6]([N:9]2[CH:14]3[CH2:15][CH2:16][CH:10]2[CH2:11][N:12]([C:17]([O:19][C:20]([CH3:23])([CH3:22])[CH3:21])=[O:18])[CH2:13]3)=[N:7][CH:8]=1)#[N:2].Cl.[NH2:25][OH:26].C(=O)([O-])[O-].[Na+].[Na+]>C(O)C.O>[OH:26][NH:25][C:1]([C:3]1[CH:4]=[CH:5][C:6]([N:9]2[CH:10]3[CH2:16][CH2:15][CH:14]2[CH2:13][N:12]([C:17]([O:19][C:20]([CH3:23])([CH3:22])[CH3:21])=[O:18])[CH2:11]3)=[N:7][CH:8]=1)=[NH:2] |f:1.2,3.4.5|. Reported procedure: The product of step b) (7.6 g) is dissolved in 75 ml of ethanol, and a solution of 3.36 g of hydroxylamine hydrochloride dissolved in 38 ml of water is added, followed by addition of 5 g of sodium carbonate. The mixture is stirred at 90° C. for 4 hours. The resulting mixture is cooled and filtered. 8 g of the title compound are obtained in the form of a white solid. Starting materials: C1CCNCC1, CCOC(=O)C(Cc1ccccc1)C(=O)O, c1ccncc1. Product: C=C(Cc1ccccc1)C(=O)OCC. RXN SMILES: [CH2:17]1[CH2:18][CH2:19][NH:20][CH2:21][CH2:22]1.[CH2:1]([CH3:2])[O:3][C:4]([CH:5]([C:6]([OH:7])=[O:8])[CH2:9][c:10]1[cH:11][cH:12][cH:13][cH:14][cH:15]1)=[O:16].[cH:23]1[cH:24][cH:25][n:26][cH:27][cH:28]1>>[CH2:1]([CH3:2])[O:3][C:4]([C:5](=[CH2:6])[CH2:9][c:10]1[cH:11][cH:12][cH:13][cH:14][cH:15]1)=[O:16]. Reactants: BrC1=CN=C2N1C=CN=C2NC ((3-bromo-imidazo[1,2-a]pyrazin-8-yl)-methyl-amine), C1(=CC=CC=C1)B(O)O (phenylboronic acid). Product: CNC=1C=2N(C=CN1)C(=CN2)C2=CC=CC=C2 (Methyl-(3-phenyl-imidazo[1,2-a]pyrazin-8-yl)-amine). The yield is 63.0%. As a reaction SMILES: Br[C:2]1[N:6]2[CH:7]=[CH:8][N:9]=[C:10]([NH:11][CH3:12])[C:5]2=[N:4][CH:3]=1.[C:13]1(B(O)O)[CH:18]=[CH:17][CH:16]=[CH:15][CH:14]=1>>[CH3:12][NH:11][C:10]1[C:5]2[N:6]([C:2]([C:13]3[CH:18]=[CH:17][CH:16]=[CH:15][CH:14]=3)=[CH:3][N:4]=2)[CH:7]=[CH:8][N:9]=1. Procedure: Using Method 1, the title compound was prepared from (3-bromo-imidazo[1,2-a]pyrazin-8-yl)-methyl-amine (Example 1) and phenylboronic acid (from Aldrich) in 63% yield. Starting materials: CC(=O)Nc1ccccc1C(C)(C)C, [K+], O=[N+]([O-])[O-], O=S(=O)(O)O. Product: CC(=O)Nc1ccc([N+](=O)[O-])cc1C(C)(C)C. Reaction SMILES: [C:1]([CH3:2])([CH3:3])([CH3:4])[c:5]1[c:6]([NH:11][C:12]([CH3:13])=[O:14])[cH:7][cH:8][cH:9][cH:10]1.[K+:19].[N+:15](=[O:16])([O-:17])[O-:18].[S:20](=[O:21])(=[O:22])([OH:23])[OH:24]>>[C:1]([CH3:2])([CH3:3])([CH3:4])[c:5]1[c:6]([NH:11][C:12]([CH3:13])=[O:14])[cH:7][cH:8][c:9]([N+:15](=[O:16])[O-:17])[cH:10]1. Starting materials: C(C)(C)C=1C=CC(=C(C1)C1=C(C=C(C=C1)C(F)(F)F)[C@H]1[C@@H](NC(O1)=O)C)OC (trans-5-[5′-isopropyl-2′-methoxy-4-(trifluoromethyl)biphenyl-2-yl]-4-methyl-1,3-oxazolidin-2-one), [H-].[Na+] (sodium hydride), FC(C=1C=C(CBr)C=C(C1)C(F)(F)F)(F)F (3,5-bis(trifluoromethyl)benzyl bromide). Solvent: CCOC(=O)C (EtOAc), O (water), CN(C)C=O (DMF). Run at time 10 minute. Product: FC(C=1C=C(CN2C(O[C@H]([C@@H]2C)C2=C(C=CC(=C2)C(F)(F)F)C2=C(C=CC(=C2)C(C)C)OC)=O)C=C(C1)C(F)(F)F)(F)F (trans-3-[3,5-bis(trifluoromethyl)benzyl]-5-[5′-isopropyl-2′-methoxy-4-(trifluoromethyl)biphenyl-2-yl]-4-methyl-1,3-oxazolidin-2-one). As a reaction SMILES: [CH:1]([C:4]1[CH:5]=[CH:6][C:7]([O:27][CH3:28])=[C:8]([C:10]2[CH:15]=[CH:14][C:13]([C:16]([F:19])([F:18])[F:17])=[CH:12][C:11]=2[C@@H:20]2[O:24][C:23](=[O:25])[NH:22][C@H:21]2[CH3:26])[CH:9]=1)([CH3:3])[CH3:2].[H-].[Na+].[F:31][C:32]([F:46])([F:45])[C:33]1[CH:34]=[C:35]([CH:38]=[C:39]([C:41]([F:44])([F:43])[F:42])[CH:40]=1)[CH2:36]Br>CN(C=O)C.CCOC(C)=O.O>[F:31][C:32]([F:45])([F:46])[C:33]1[CH:34]=[C:35]([CH:38]=[C:39]([C:41]([F:44])([F:42])[F:43])[CH:40]=1)[CH2:36][N:22]1[C@@H:21]([CH3:26])[C@H:20]([C:11]2[CH:12]=[C:13]([C:16]([F:17])([F:18])[F:19])[CH:14]=[CH:15][C:10]=2[C:8]2[CH:9]=[C:4]([CH:1]([CH3:3])[CH3:2])[CH:5]=[CH:6][C:7]=2[O:27][CH3:28])[O:24][C:23]1=[O:25] |f:1.2|. Reported procedure: To a 0° C. solution of 30 mg of trans-5-[5′-isopropyl-2′-methoxy-4-(trifluoromethyl)biphenyl-2-yl]-4-methyl-1,3-oxazolidin-2-one in 1 mL of DMF was added 8 mg of sodium hydride. The mixture was stirred 10 min at room temperature, and then 32 mg of 3,5-bis(trifluoromethyl)benzyl bromide was added. The mixture was stirred overnight at room temperature, then diluted with 10 mL of EtOAc and 10 mL of water. The phases were separated and the aqueous phase was extracted with 5 mL of EtOAC. The combined... Starting materials: [Na+].[Cl-] (NaCl), C(=O)([O-])[O-].[K+].[K+] (K2CO3), Cl.CN(CCCl)C (2-dimethylaminoethyl chloride hydrochloride), C(CCCCCCCC)C1C(NC(S1)C=1C=NC=CC1)=O (5-(n-nonyl)-2-(3-pyridyl)-thiazolidin-4-one). The solvent is CN(C=O)C (dimethylformamide). Conditions: time 10 hour. Yields the product CN(CCN1C(SC(C1=O)CCCCCCCCC)C=1C=NC=CC1)C (3-(2-dimethylaminoethyl)-5-(n-nonyl)-2-(3-pyridyl)thiazolidin-4-one). The yield is 33.3%. As a reaction SMILES: C([O-])([O-])=O.[K+].[K+].Cl.[CH3:8][N:9]([CH3:13])[CH2:10][CH2:11]Cl.[CH2:14]([CH:23]1[S:27][CH:26]([C:28]2[CH:29]=[N:30][CH:31]=[CH:32][CH:33]=2)[NH:25][C:24]1=[O:34])[CH2:15][CH2:16][CH2:17][CH2:18][CH2:19][CH2:20][CH2:21][CH3:22].[Na+].[Cl-]>CN(C)C=O>[CH3:8][N:9]([CH3:13])[CH2:10][CH2:11][N:25]1[C:24](=[O:34])[CH:23]([CH2:14][CH2:15][CH2:16][CH2:17][CH2:18][CH2:19][CH2:20][CH2:21][CH3:22])[S:27][CH:26]1[C:28]1[CH:29]=[N:30][CH:31]=[CH:32][CH:33]=1 |f:0.1.2,3.4,6.7|. Procedure details: K2CO3 (0.9 g, 6.52 mmol) and 2-dimethylaminoethyl chloride hydrochloride (0.47 g, 3.26 mmol) were added to a solution of 5-(n-nonyl)-2-(3-pyridyl)-thiazolidin-4-one (1 g, 3.26 mmol) in dry dimethylformamide (10 ml). The mixture was kept at 50° C. for 10 hours. The resulting mixture, after addition of aqueous NaCl, was extracted with ethyl acetate. The extract was washed with aqueous NaCl, dried, and the solvent was removed in vacuo. The residue was purified by chromatography on silica gel, givin... Starting materials: O=C1N(C(C=2CCCCC12)=O)CC(C(=O)OCC)C1(OCCO1)C (Ethyl 3-(1,3-dioxo-1,3,4,5,6,7-hexahydro-isoindol-2-yl)-2-(2-methyl-[1,3]dioxolan-2-yl)propionate), O.C1(=CC=C(C=C1)S(=O)(=O)O)C (p-toluenesulfonic acid monohydrate). Run in CC(=O)C.O (acetone water). Conditions: temperature 80 celsius. The product is O=C1N(C(C=2CCCCC12)=O)CC(C(=O)OCC)C(C)=O (Ethyl 2-(1,3-dioxo-1,3,4,5,6,7-hexahydro-isoindol-2-ylmethyl)-3-oxo-butyrate). RXN SMILES: [O:1]=[C:2]1[C:10]2[CH2:9][CH2:8][CH2:7][CH2:6][C:5]=2[C:4](=[O:11])[N:3]1[CH2:12][CH:13]([C:19]1([CH3:24])OCC[O:20]1)[C:14]([O:16][CH2:17][CH3:18])=[O:15].O.C1(C)C=CC(S(O)(=O)=O)=CC=1>CC(C)=O.O>[O:1]=[C:2]1[C:10]2[CH2:9][CH2:8][CH2:7][CH2:6][C:5]=2[C:4](=[O:11])[N:3]1[CH2:12][CH:13]([C:19](=[O:20])[CH3:24])[C:14]([O:16][CH2:17][CH3:18])=[O:15] |f:1.2,3.4|. Procedure: Ethyl 3-(1,3-dioxo-1,3,4,5,6,7-hexahydro-isoindol-2-yl)-2-(2-methyl-[1,3]dioxolan-2-yl)propionate (866 mg, 2.57 mmol) was dissolved in a a solvent mixture of acetone/water (v/v=5/1), and a catalytic amount of p-toluenesulfonic acid monohydrate (190 mg, 0.76 mmol) was then added to the obtained solution. The resulting mixture was then refluxed at 80° C. for 4 days. After the reaction was completed, the reaction mixture where white solid were formed was washed with water. Acetone was removed by a ...